This data is from the Open Reaction Database (ORD), a public repository of structured organic reaction records. The task is: describe an organic reaction: reactants, conditions, products, and yield The reactants are CCO[PH](=O)C(C)(OCC)OCC, FC(F)Cl, [H-], [Na+], C1CCOC1, O. The product is CCOC(C)(OCC)P(=O)(OCC)C(F)F. Reaction SMILES: [CH2:3]([CH3:4])[O:5][C:6]([CH3:7])([O:8][CH2:9][CH3:10])[PH:11]([O:12][CH2:13][CH3:14])=[O:15].[Cl:16][CH:17]([F:18])[F:19].[H-:1].[Na+:2].[O:21]1[CH2:22][CH2:23][CH2:24][CH2:25]1.[OH2:20]>>[CH2:3]([CH3:4])[O:5][C:6]([CH3:7])([O:8][CH2:9][CH3:10])[P:11]([O:12][CH2:13][CH3:14])(=[O:15])[CH:17]([F:18])[F:19]. Reactants: Cl.C(C)(C)(C)C1=CC(=NO1)NC(NC1=CC=C(C=C1)NC(C1=NC=C(C=C1)OC1CNCC1)=O)=O (N-(4-(3-(5-tert-Butylisoxazol-3-yl)ureido)phenyl)-5-(pyrrolidin-3-yloxy)picolinamide hydrochloride), CS(=O)(=O)C=C (Methylsulfonylethene), TEA. Solvent: C1CCOC1 (THF). Conditions: temperature 60 celsius. Yields the product C(C)(C)(C)C1=CC(=NO1)NC(NC1=CC=C(C=C1)NC(C1=NC=C(C=C1)OC1CN(CC1)CCS(=O)(=O)C)=O)=O (N-(4-(3-(5-tert-butylisoxazol-3-yl)ureido)phenyl)-5-(1-(2-(methylsulfonyl)ethyl)pyrrolidin-3-yloxy)picolinamide). The yield is 79.4%. As a reaction SMILES: Cl.[C:2]([C:6]1[O:10][N:9]=[C:8]([NH:11][C:12](=[O:35])[NH:13][C:14]2[CH:19]=[CH:18][C:17]([NH:20][C:21](=[O:34])[C:22]3[CH:27]=[CH:26][C:25]([O:28][CH:29]4[CH2:33][CH2:32][NH:31][CH2:30]4)=[CH:24][N:23]=3)=[CH:16][CH:15]=2)[CH:7]=1)([CH3:5])([CH3:4])[CH3:3].[CH3:36][S:37]([CH:40]=[CH2:41])(=[O:39])=[O:38]>C1COCC1>[C:2]([C:6]1[O:10][N:9]=[C:8]([NH:11][C:12](=[O:35])[NH:13][C:14]2[CH:19]=[CH:18][C:17]([NH:20][C:21](=[O:34])[C:22]3[CH:27]=[CH:26][C:25]([O:28][CH:29]4[CH2:33][CH2:32][N:31]([CH2:41][CH2:40][S:37]([CH3:36])(=[O:39])=[O:38])[CH2:30]4)=[CH:24][N:23]=3)=[CH:16][CH:15]=2)[CH:7]=1)([CH3:5])([CH3:3])[CH3:4] |f:0.1|. Reported procedure: N-(4-(3-(5-tert-Butylisoxazol-3-yl)ureido)phenyl)-5-(pyrrolidin-3-yloxy)picolinamide hydrochloride (150 mg, 0.30 mmol) was suspended in 3 mL of THF at rt. Methylsulfonylethene (29 μL, 0.33 mmol) and TEA (126 μL, 0.90 mmol) were added sequentially. The resulting mixture was heated at 60° C. for 1 h, then heated at 52° C. for 60 h. LC-MS indicated the reaction was complete. The organic solvent was evaporated under reduced pressure and the residue was purified by reverse phase HPLC to give N-(4-(3-...